This data is from the Open Reaction Database (ORD), a public repository of structured organic reaction records. The task is: describe an organic reaction: reactants, conditions, products, and yield The reactants are Cc1cccc(O)c1, O, O=[N+]([O-])O. The product is Cc1cc(O)ccc1[N+](=O)[O-]. RXN SMILES: [CH3:5][c:6]1[cH:7][cH:8][cH:9][c:10]([OH:11])[cH:12]1.[OH2:13].[OH:1][N+:2]([O-:3])=[O:4]>>[O-:1][N+:2](=[O:4])[c:7]1[c:6]([CH3:5])[cH:12][c:10]([OH:11])[cH:9][cH:8]1. Reactants: FC(C1=CC=C(C=C1)CN)(F)F ((4-(trifluoromethyl)phenyl)methanamine), ClC1=CC=C(C=C1)CCN (2-(4-chlorophenyl)ethanamine), C(C1=CC=CC=C1)(=O)NC=1C=C(C(=O)O)C=CN1 (2-benzamidoisonicotinic acid). Yields the product C(C1=CC=CC=C1)(=O)NC=1C=C(C(=O)NCCC2=CC=C(C=C2)Cl)C=CN1 (2-benzamido-N-[2-(4-chlorophenyl)ethyl]isonicotinamide). The yield is 52.0%. RXN SMILES: FC(F)(F)C1C=CC(CN)=CC=1.[Cl:13][C:14]1[CH:19]=[CH:18][C:17]([CH2:20][CH2:21][NH2:22])=[CH:16][CH:15]=1.[C:23]([NH:31][C:32]1[CH:33]=[C:34]([CH:38]=[CH:39][N:40]=1)[C:35](O)=[O:36])(=[O:30])[C:24]1[CH:29]=[CH:28][CH:27]=[CH:26][CH:25]=1>>[C:23]([NH:31][C:32]1[CH:33]=[C:34]([CH:38]=[CH:39][N:40]=1)[C:35]([NH:22][CH2:21][CH2:20][C:17]1[CH:18]=[CH:19][C:14]([Cl:13])=[CH:15][CH:16]=1)=[O:36])(=[O:30])[C:24]1[CH:25]=[CH:26][CH:27]=[CH:28][CH:29]=1. Reported procedure: Following the procedure as described in Example 1, making variations as required to replace (4-(trifluoromethyl)phenyl)methanamine with 2-(4-chlorophenyl)ethanamine to react with 2-benzamidoisonicotinic acid, 2-benzamido-N-[2-(4-chlorophenyl)ethyl]isonicotinamide was obtained as a colorless solid in 52% yield: 1H NMR (300 MHz, DMSO-d6) δ 10.97 (s, 1H), 8.82-8.05 (m, 1H), 8.54-8.49 (m, 2H), 8.06-8.04 (m, 2H), 7.63-7.46 (m, 4H), 7.38-7.27 (m, 4H), 3.51-3.49 (m, 2H), 2.86 (t, J=7.1 Hz, 2H); MS (ES+... The reactants are ClC=1NC2=C(N1)C=CC=C2 (2-chlorobenzimidazole), FC1=CC=C2CCCC(C2=C1)N (7-fluoro-1,2,3,4-tetrahydro-1-naphthylamine). Product: N1=C(NC2=C1C=CC=C2)NC2CCCC1=CC=C(C=C21)F (N-(Benzimidazol-2-yl)-7-fluoro-1,2,3,4-tetrahydro-1-naphthylamine). As a reaction SMILES: Cl[C:2]1[NH:3][C:4]2[CH:10]=[CH:9][CH:8]=[CH:7][C:5]=2[N:6]=1.[F:11][C:12]1[CH:21]=[C:20]2[C:15]([CH2:16][CH2:17][CH2:18][CH:19]2[NH2:22])=[CH:14][CH:13]=1>>[N:6]1[C:5]2[CH:7]=[CH:8][CH:9]=[CH:10][C:4]=2[NH:3][C:2]=1[NH:22][CH:19]1[C:20]2[C:15](=[CH:14][CH:13]=[C:12]([F:11])[CH:21]=2)[CH2:16][CH2:17][CH2:18]1. Procedure details: The title compound was prepared from 2-chlorobenzimidazole and 7-fluoro-1,2,3,4-tetrahydro-1-naphthylamine (prepared by Procedure B from 7-fluoro-1 -tetralone) by Procedure A. The product was purified by column chromatography to give the title compound as the free base and as a mixture of enantiomers (white solid, mp 181° C.). MS(ES+) m/z 282 ([M+1]+, 100). Starting materials: CC(=O)c1ccccc1, Nc1cccc(Cl)c1, O, c1ccccc1. The product is CC(=Nc1cccc(Cl)c1)c1ccccc1. As a reaction SMILES: [CH3:1][C:2](=[O:3])[c:4]1[cH:5][cH:6][cH:7][cH:8][cH:9]1.[Cl:10][c:11]1[cH:12][c:13]([NH2:14])[cH:15][cH:16][cH:17]1.[OH2:24].[cH:18]1[cH:19][cH:20][cH:21][cH:22][cH:23]1>>[CH3:1][C:2]([c:4]1[cH:5][cH:6][cH:7][cH:8][cH:9]1)=[N:14][c:13]1[cH:12][c:11]([Cl:10])[cH:17][cH:16][cH:15]1. Starting materials: CC1C(=O)OC(C1)=O (methylsuccinic acid anhydride), [Cl-].[K+] (potassium chloride), C1(\C(\C)=C/C(=O)O1)=O (citraconic acid anhydride), cupric chloride, O=O (oxygen). Reagents/catalysts: oxychlorinating catalyst. Run in O (water). Conditions: time 2 hour. The product is ClCC1C(=O)OC(C1)=O (chloromethylsuccinic acid anhydride). RXN SMILES: [Cl-:1].[K+].O=O.[C:5]1(=[O:12])[O:11][C:9](=[O:10])[CH:8]=[C:6]1[CH3:7].CC1CC(=O)OC1=O>O>[Cl:1][CH2:7][CH:6]1[CH2:8][C:9](=[O:10])[O:11][C:5]1=[O:12] |f:0.1|. Reported procedure: Next, the reacted gas was passed through a layer in a Pyrex tube (diameter: 2.5cm) packed with 20cc of an oxychlorinating catalyst comprising silica-alumina carrying 5% by weight of potassium chloride and 5% by weight of cupric chloride, at a temperature of 250°C while introducing oxygen in an amount of 1000cc/hour. The water generated was trapped in a vessel and the chlorine gas recovered was circulated, whereby the reaction was carried out for 2 hours. After completion of the reaction, the pro... Starting materials: C[O-], CC(=O)Nc1cc2c(cc1[N+](=O)[O-])OC(C)(C)O2, CO, [Na+]. The product is CC1(C)Oc2cc(N)c([N+](=O)[O-])cc2O1. As a reaction SMILES: [CH3:19][O-:20].[CH3:1][C:2]1([CH3:18])[O:3][c:4]2[c:5]([cH:7][c:8]([N+:15](=[O:16])[O-:17])[c:9]([NH:11][C:12]([CH3:13])=[O:14])[cH:10]2)[O:6]1.[CH3:22][OH:23].[Na+:21]>>[CH3:1][C:2]1([CH3:18])[O:3][c:4]2[c:5]([cH:7][c:8]([N+:15](=[O:16])[O-:17])[c:9]([NH2:11])[cH:10]2)[O:6]1. Reactants: C1(=CC=CC=C1)/C=C/C(C)=O (trans-4-phenyl-3-buten-2-one), C(NN)(=O)OC(C)(C)C (t-butyl carbazate). Product: CC=C(CC1=CC=CC=C1)NNC(=O)OC(C)(C)C (t-Butyl 3-(1-Methyl-3-phenylpropen-2-yl)carbazate). RXN SMILES: [C:1]1(/[CH:7]=[CH:8]/[C:9](=O)[CH3:10])[CH:6]=[CH:5][CH:4]=[CH:3][CH:2]=1.[C:12]([O:16][C:17]([CH3:20])([CH3:19])[CH3:18])(=[O:15])[NH:13][NH2:14]>>[CH3:10][CH:9]=[C:8]([NH:14][NH:13][C:12]([O:16][C:17]([CH3:20])([CH3:19])[CH3:18])=[O:15])[CH2:7][C:1]1[CH:6]=[CH:5][CH:4]=[CH:3][CH:2]=1. Reported procedure: This compound was prepared by the method of Ghali et al. (J. Org. Chem., 1981, 46, 5413-5414) in about 65% overall yield, from trans-4-phenyl-3-buten-2-one and t-butyl carbazate, after crystallization of the crude product from hexane; melting point=76-79° C.; NMR (CDCl3) 1.24 (d, 3H, CH3); 1.45 (s, 9H, t-butyl CH3); 3.78 (m, 2H, propenyl CH-1, carbazate NH-3); 5.8-6.29 (m, 2H, carbazate NH-2, propenyl CH-2); 6.53 (d, 1H, propenyl CH-3); 7.3 (m, 5H, aromatic). Yield: 97.8%. The product is FC=1C=C(C(=O)OC(C)(C)C)C=C(C1CO)F (tert-butyl 3,5-difluoro-4-(hydroxymethyl)benzoate). As a reaction SMILES: [F:1][C:2]1[CH:3]=[C:4]([CH:12]=[C:13]([F:17])[C:14]=1[CH:15]=[O:16])[C:5]([O:7][C:8]([CH3:11])([CH3:10])[CH3:9])=[O:6].[BH4-].[Na+]>CO>[F:1][C:2]1[CH:3]=[C:4]([CH:12]=[C:13]([F:17])[C:14]=1[CH2:15][OH:16])[C:5]([O:7][C:8]([CH3:11])([CH3:10])[CH3:9])=[O:6] |f:1.2|. The reactants are FC=1C=C(C(=O)OC(C)(C)C)C=C(C1C=O)F (tert-butyl 3,5-difluoro-4-formylbenzoate), [BH4-].[Na+] (NaBH4). Solvent: CO (MeOH). Conditions: time 20 minute. Reported procedure: To a stirred solution of tert-butyl 3,5-difluoro-4-formylbenzoate (21 g, 86.7 mmol) in MeOH was portionwise added NaBH4 (3.28 g, 86.7 mmol) at 0° C. After 20 min, the reaction mixture was evaporated in vacuo and the product was extracted with ethyl acetate. The organic layer was washed with brine, dried over MgSO4 and evaporated in vacuo. The residue was purified by flash column chromatography (Hex/EtOAc=4:1) to give tert-butyl 3,5-difluoro-4-(hydroxymethyl)benzoate (20.7 g, 97%) as a white soli... Reactants: FC(C(=O)O)(F)F (Trifluoroacetic acid), COC(CC1=CC=C(C=C1)C1=C(C=C(C=C1)C(CC)(CC)C1=CC(=C(C=C1)CCC(C(C)(C)C)O[Si](C)(C)C(C)(C)C)C)C)=O ([4′-(1-{4-[3-(t-butyl-dimethyl-silanyloxy)-4,4-dimethyl-pentyl]-3-methyl-phenyl}-1-ethyl-propyl)-2′-methyl-biphenyl-4-yl]-acetic acid methyl ester). Run in ClCCl (dichloromethane). Reaction conditions: time 1 hour. Product: COC(CC1=CC=C(C=C1)C1=C(C=C(C=C1)C(CC)(C1=CC(=C(C=C1)CCC(C(C)(C)C)O)C)CC)C)=O ((4′-{1-ethyl-1-[4-(3-hydroxy-4,4-dimethyl-pentyl)-3-methyl-phenyl]-propyl}-2′-methyl-biphenyl-4-yl)-acetic Acid Methyl Ester). Yield: 83.5%. Reaction SMILES: FC(F)(F)C(O)=O.[CH3:8][O:9][C:10](=[O:52])[CH2:11][C:12]1[CH:17]=[CH:16][C:15]([C:18]2[CH:23]=[CH:22][C:21]([C:24]([C:29]3[CH:34]=[CH:33][C:32]([CH2:35][CH2:36][CH:37]([O:42][Si](C(C)(C)C)(C)C)[C:38]([CH3:41])([CH3:40])[CH3:39])=[C:31]([CH3:50])[CH:30]=3)([CH2:27][CH3:28])[CH2:25][CH3:26])=[CH:20][C:19]=2[CH3:51])=[CH:14][CH:13]=1>ClCCl>[CH3:8][O:9][C:10](=[O:52])[CH2:11][C:12]1[CH:17]=[CH:16][C:15]([C:18]2[CH:23]=[CH:22][C:21]([C:24]([CH2:27][CH3:28])([C:29]3[CH:34]=[CH:33][C:32]([CH2:35][CH2:36][CH:37]([OH:42])[C:38]([CH3:40])([CH3:41])[CH3:39])=[C:31]([CH3:50])[CH:30]=3)[CH2:25][CH3:26])=[CH:20][C:19]=2[CH3:51])=[CH:14][CH:13]=1. Procedure: Trifluoroacetic acid (0.22 mL) was added to a solution of [4′-(1-{4-[3-(t-butyl-dimethyl-silanyloxy)-4,4-dimethyl-pentyl]-3-methyl-phenyl}-1-ethyl-propyl)-2′-methyl-biphenyl-4-yl]-acetic acid methyl ester (Example 65-(1); 31.5 mg, 0.050 mmol) in dichloromethane (1.2 mL) at room temperature, and the mixture was stirred at room temperature for one hour. The solvent in the reaction solution was distilled off under reduced pressure, and the residue was diluted with diethyl ether. The mixture was adj...